This data is from the Open Reaction Database (ORD), a public repository of structured organic reaction records. The task is: describe an organic reaction: reactants, conditions, products, and yield The reactants are C(C)(C)(C)OC(=O)N1[C@@H](CC(C1)=NOC)C(=O)O ((2S,4EZ)-1-(tert-butoxycarbonyl)-4-(methoxyimino)-2-pyrrolidinecarboxylic acid), C(C1=CC=CC=C1)(=O)N=C=O (benzoyl isocyanate), C(C=C)N (allylamine). The product is C(C=C)NC(=O)[C@H]1N(CC(C1)=NOC)C(=O)NC(C1=CC=CC=C1)=O ((2S,4EZ)-N2-allyl-N1-benzoyl-4-(methoxyimino)-1,2-pyrrolidinedicarboxamide). Reaction SMILES: C(O[C:6]([N:8]1[CH2:12][C:11](=[N:13][O:14][CH3:15])[CH2:10][C@H:9]1[C:16]([OH:18])=O)=[O:7])(C)(C)C.[C:19]([N:27]=C=O)(=[O:26])[C:20]1[CH:25]=[CH:24][CH:23]=[CH:22][CH:21]=1.[CH2:30]([NH2:33])[CH:31]=[CH2:32]>>[CH2:30]([NH:33][C:16]([C@@H:9]1[CH2:10][C:11](=[N:13][O:14][CH3:15])[CH2:12][N:8]1[C:6]([NH:27][C:19](=[O:26])[C:20]1[CH:21]=[CH:22][CH:23]=[CH:24][CH:25]=1)=[O:7])=[O:18])[CH:31]=[CH2:32]. Procedure: Following the general method as outlined in Example 22, starting from (2S,4EZ)-1-(tert-butoxycarbonyl)-4-(methoxyimino)-2-pyrrolidinecarboxylic acid, benzoyl isocyanate, and allylamine the title compound was obtained in 49% purity by LC/MS. MS(ESI+): m/z=345.0. The reactants are O=C(c1cccnc1)c1cc(Br)cc(Br)c1, O=C([O-])[O-], CNCCNC, [Cs+], [Cs+], [Cu]I, O=C1CCCN1, C1COCCO1. Yields the product O=C(c1cccnc1)c1cc(Br)cc(N2CCCC2=O)c1. RXN SMILES: [Br:1][c:2]1[cH:3][c:4]([C:9](=[O:10])[c:11]2[cH:12][n:13][cH:14][cH:15][cH:16]2)[cH:5][c:6]([Br:8])[cH:7]1.[C:17](=[O:18])([O-:19])[O-:20].[CH3:23][NH:24][CH2:25][CH2:26][NH:27][CH3:28].[Cs+:21].[Cs+:22].[Cu:35][I:36].[O:29]=[C:30]1[CH2:31][CH2:32][CH2:33][NH:34]1.[O:37]1[CH2:38][CH2:39][O:40][CH2:41][CH2:42]1>>[c:2]1([N:34]2[C:30](=[O:29])[CH2:31][CH2:32][CH2:33]2)[cH:3][c:4]([C:9](=[O:10])[c:11]2[cH:12][n:13][cH:14][cH:15][cH:16]2)[cH:5][c:6]([Br:8])[cH:7]1. Starting materials: ice, S1C(=CC=C1)/C(/C(=O)OCC=C)=N/O (allyl (E)-2-(2-thienyl)-2-(hydroxyimino)acetate), C(C1=CC=CC=C1)(C1=CC=CC=C1)OC=1C(C=C(OC1)CO)=O (5-benzhydryloxy-2-(hydroxymethyl) pyran-4-one), C1(=CC=CC=C1)P(C1=CC=CC=C1)C1=CC=CC=C1 (triphenylphosphine), N(=NC(=O)OCC)C(=O)OCC (diethyl azodicarboxylate). Solvent: C1CCOC1 (THF). Reaction conditions: time 8 hour. Product: S1C(=CC=C1)/C(/C(=O)OCC=C)=N/OCC=1OC=C(C(C1)=O)OC(C1=CC=CC=C1)C1=CC=CC=C1 (Allyl (E)-2-(2-thienyl)-2-[(5-benzhydryloxy-4-pyranon-2-yl methoxy)imino]acetate). The yield is 207.6%. Reaction SMILES: [S:1]1[CH:5]=[CH:4][CH:3]=[C:2]1/[C:6](=[N:13]/[OH:14])/[C:7]([O:9][CH2:10][CH:11]=[CH2:12])=[O:8].[CH:15]([O:28][C:29]1[C:30](=[O:37])[CH:31]=[C:32]([CH2:35]O)[O:33][CH:34]=1)([C:22]1[CH:27]=[CH:26][CH:25]=[CH:24][CH:23]=1)[C:16]1[CH:21]=[CH:20][CH:19]=[CH:18][CH:17]=1.C1(P(C2C=CC=CC=2)C2C=CC=CC=2)C=CC=CC=1.N(C(OCC)=O)=NC(OCC)=O>C1COCC1>[S:1]1[CH:5]=[CH:4][CH:3]=[C:2]1/[C:6](=[N:13]/[O:14][CH2:35][C:32]1[O:33][CH:34]=[C:29]([O:28][CH:15]([C:22]2[CH:27]=[CH:26][CH:25]=[CH:24][CH:23]=2)[C:16]2[CH:21]=[CH:20][CH:19]=[CH:18][CH:17]=2)[C:30](=[O:37])[CH:31]=1)/[C:7]([O:9][CH2:10][CH:11]=[CH2:12])=[O:8]. Reported procedure: To an ice cooled solution of allyl (E)-2-(2-thienyl)-2-(hydroxyimino)acetate (1.0 gm, 4.734 mmol), 5-benzhydryloxy-2-(hydroxymethyl) pyran-4-one (1.46 gm, 4.734 mmol) and triphenylphosphine (1.24 gm, 4.734 mmol) in dry THF (30 ml) under nitrogen was added dropwise diethyl azodicarboxylate (820 μl, 5.208 mmol). The reaction mixture was stirred at room temperature overnight and concentrated under reduced pressure to afford the crude as yellow gum (4.93 gm). The product was purified by silica gel c... Reactants: FC(C=1C=CC2=C(N=C(S2)N=C=O)C1)(F)F (5-Trifluoromethylbenzothiazol-2-yl isocyanate), dimethyl acetal, BrCCNCC=O (2-β-bromoethylaminoacetaldehyde). Solvent: C1=CC=CC=C1 (benzene). Reaction conditions: time 1 hour. The product is dimethyl acetal, BrCCN(C(=O)NC=1SC2=C(N1)C=C(C=C2)C(F)(F)F)CC=O (2-[1-β-bromoethyl-3-(5-trifluoromethylbenzothiazol-2-yl)-ureido]acetaldehyde). As a reaction SMILES: [F:1][C:2]([F:16])([F:15])[C:3]1[CH:4]=[CH:5][C:6]2[S:10][C:9]([N:11]=[C:12]=[O:13])=[N:8][C:7]=2[CH:14]=1.[Br:17][CH2:18][CH2:19][NH:20][CH2:21][CH:22]=[O:23]>C1C=CC=CC=1>[Br:17][CH2:18][CH2:19][N:20]([CH2:21][CH:22]=[O:23])[C:12]([NH:11][C:9]1[S:10][C:6]2[CH:5]=[CH:4][C:3]([C:2]([F:1])([F:15])[F:16])=[CH:14][C:7]=2[N:8]=1)=[O:13]. Procedure details: 5-Trifluoromethylbenzothiazol-2-yl isocyanate dimer (0.1 mole), the dimethyl acetal of 2-β-bromoethylaminoacetaldehyde (0.2 mole) and benzene (100 ml) are charged into a glass reaction vessel equipped with a mechanical stirrer and thermometer. The reaction mixture is stirred at ambient temperatures for a period of about one hour. After this time the reaction mixture is filtered, and the filtrate is stripped of solvent to yield the desired product the dimethyl acetal of 2-[1-β-bromoethyl-3-(5-tri... The reactants are O (water), OC1OC(CC2=C1C=CC=C2OCOC)C2=CC=CC=C2 (3,4-dihydro -1-hydroxy-5-methoxymethoxy-3-phenyl-1H-2-benzopyran), B(F)(F)F.CCOCC (boron trifluoride etherate), C[Si](C)(C)C#N (trimethylsilyl cyanide). The solvent is C(Cl)Cl (methylene chloride). Conditions: temperature -78 celsius, time 1.5 hour. Yields the product C(#N)C1OC(CC2=C1C=CC=C2O)C2=CC=CC=C2 (1-Cyano-3,4-dihydro-5-hydroxy-3-phenyl-1H-2-benzopyran). Isolated yield 92.0%. RXN SMILES: O[CH:2]1[C:7]2[CH:8]=[CH:9][CH:10]=[C:11]([O:12]COC)[C:6]=2[CH2:5][CH:4]([C:16]2[CH:21]=[CH:20][CH:19]=[CH:18][CH:17]=2)[O:3]1.C[Si]([C:26]#[N:27])(C)C.B(F)(F)F.CCOCC.O>C(Cl)Cl>[C:26]([CH:2]1[C:7]2[CH:8]=[CH:9][CH:10]=[C:11]([OH:12])[C:6]=2[CH2:5][CH:4]([C:16]2[CH:17]=[CH:18][CH:19]=[CH:20][CH:21]=2)[O:3]1)#[N:27] |f:2.3|. Reported procedure: A solution of 9.07 g (31.7 mmol) of 3,4-dihydro -1-hydroxy-5-methoxymethoxy-3-phenyl-1H-2-benzopyran, from Step 2 above, in 150 mL of methylene chloride at -78° C. was treated, sequentially, with trimethylsilyl cyanide (8.5 mL, 64 mmol) and boron trifluoride etherate (6 mL, 49 mmol). After being stirred for 1.5 h at -78° C., and for 4 h at ambient temperature, 100 mL of water was added and stirring was continued for 1 h. The reaction mixture was then extracted with 2×300 mL of ethyl acetate and ... Reactants: C1(=CC=CC=C1)O (phenol), C(C(=O)C)(=O)O (pyruvic acid). The product is OC1=CC=C(C=C1)C(C(=O)O)(C)C1=CC=C(C=C1)O (2,2-bis-(4-hydroxyphenyl) propionic acid). RXN SMILES: [C:1]1([OH:7])[CH:6]=[CH:5][CH:4]=[CH:3][CH:2]=1.[C:8]([OH:13])(=[O:12])[C:9]([CH3:11])=O>>[OH:7][C:1]1[CH:6]=[CH:5][C:4]([C:9]([C:4]2[CH:5]=[CH:6][C:1]([OH:7])=[CH:2][CH:3]=2)([CH3:11])[C:8]([OH:13])=[O:12])=[CH:3][CH:2]=1. Procedure: reacting phenol with pyruvic acid in an acidic medium to obtain 2,2-bis-(4-hydroxyphenyl) propionic acid; and